This data is from the Open Reaction Database (ORD), a public repository of structured organic reaction records. The task is: describe an organic reaction: reactants, conditions, products, and yield The product is OCCOC(=O)N[C@@H](CC1=CC=CC=C1)[C@H](C[C@H](CC1=CC=CC=C1)NC(=O)OCCO)O ((2S,3S,5S)-2,5-Bis-(N-(2-hydroxyethoxycarbonyl)amino)-1,6-diphenyl-3-hydroxyhexane). The yield is 578.2%. Reaction conditions: time 2 hour. The reactants are [Si](C)(C)(C(C)(C)C)OCCOC(=O)N[C@@H](CC1=CC=CC=C1)[C@H](C[C@H](CC1=CC=CC=C1)NC(=O)OCCO[Si](C)(C)C(C)(C)C)O ((2S,3S,5S)-2,5-Bis-(N-(2-(t-butyldimethylsilyloxy)ethoxycarbonyl)amino)-1,6-diphenyl-3-hydroxyhexane). As a reaction SMILES: [Si]([O:8][CH2:9][CH2:10][O:11][C:12]([NH:14][C@H:15]([C@@H:23]([OH:47])[CH2:24][C@@H:25]([NH:33][C:34]([O:36][CH2:37][CH2:38][O:39][Si](C(C)(C)C)(C)C)=[O:35])[CH2:26][C:27]1[CH:32]=[CH:31][CH:30]=[CH:29][CH:28]=1)[CH2:16][C:17]1[CH:22]=[CH:21][CH:20]=[CH:19][CH:18]=1)=[O:13])(C(C)(C)C)(C)C>CO.C[Si](Cl)(C)C>[OH:8][CH2:9][CH2:10][O:11][C:12]([NH:14][C@H:15]([C@@H:23]([OH:47])[CH2:24][C@@H:25]([NH:33][C:34]([O:36][CH2:37][CH2:38][OH:39])=[O:35])[CH2:26][C:27]1[CH:32]=[CH:31][CH:30]=[CH:29][CH:28]=1)[CH2:16][C:17]1[CH:22]=[CH:21][CH:20]=[CH:19][CH:18]=1)=[O:13]. Procedure: In two batches, 81.4 mg (0.016 mmol) of the compound from Example 335B above was dissolved in 2 mL of methanol to which 14.9 μL of trimethylsilyl chloride was added and stirred for 2 hours. The solvent was removed and the crude product chromatographed on silica gel, eluting with 2% and 5% methanol in methylene chloride. The solvent was removed and the product dried to afford 42.6 mg of the title compound. MS M/Z (DCI/NH3): 461 (M+H), 478 (M+NH4). Proton NMR (DMSO): δ1.46 (t, 2H), 2.53-2.77 (4H),... Solvent: CO (methanol), C[Si](C)(C)Cl (trimethylsilyl chloride). Starting materials: C(=O)(O)CNC(CCC(=O)O)CF (4-carboxymethylamino-5-fluoropentanoic acid). Procedure details: A mixture of 0.65 g (3.4 mmol) of 4-carboxymethylamino-5-fluoropentanoic acid and 10 ml of concentrated hydrochloric acid was prepared in a 50 ml flask and heated at reflux overnight. The volatiles were then removed by evaporation under reduced pressure and the gummy residue was dissolved in water and purified by ion exchange chromatography using DOWEX® 50 X-8 resin. The solution was loaded onto the rinsed column, washed with water, and eluted with 6 percent aqueous hydrochloric acid. Evaporatio... The product is NC(CCC(=O)O)CF (4-AMINO-5-FLUOROPENTANOIC ACID). RXN SMILES: C(C[NH:5][CH:6]([CH2:12][F:13])[CH2:7][CH2:8][C:9]([OH:11])=[O:10])(O)=O>Cl>[NH2:5][CH:6]([CH2:12][F:13])[CH2:7][CH2:8][C:9]([OH:11])=[O:10]. Solvent: Cl (hydrochloric acid). Procedure: Cool lithium aluminum hydride (16 mL, 16 mmol, 1.0 M solution in tetrahydrofuran) under a nitrogen atmosphere to 0° C. Add tert-butanol (4.6 mL, 48.1 mmol) dropwise, warm to room temperature, and stir the resulting solution for 1 hour. Cool the hydride solution to −78° C. and add a solution of 3-tert-butylcyclobutanone (1 g, 7.9 mmol) in dry tetrahydrofuran (3 mL) dropwise. Stir for 1 hour at −78° C. and then warm to room temperature over 1 hour. Slowly quench the mixture with 0.1 N hydrochloric... Run at time 1 hour. The solvent is O1CCCC1 (tetrahydrofuran). Yields the product C(C)(C)(C)[C@H]1C[C@H](C1)O (Cis-3-tert-butylcyclobutanol). Reactants: [H-].[Al+3].[Li+].[H-].[H-].[H-] (lithium aluminum hydride), C(C)(C)(C)O (tert-butanol), [H-] (hydride), C(C)(C)(C)C1CC(C1)=O (3-tert-butylcyclobutanone). RXN SMILES: [H-].[Al+3].[Li+].[H-].[H-].[H-].C(O)(C)(C)C.[H-].[C:13]([CH:17]1[CH2:20][C:19](=[O:21])[CH2:18]1)([CH3:16])([CH3:15])[CH3:14]>O1CCCC1>[C:13]([C@@H:17]1[CH2:20][C@H:19]([OH:21])[CH2:18]1)([CH3:16])([CH3:15])[CH3:14] |f:0.1.2.3.4.5|. The reactants are ClC1=C(C=C(C(=C1)Cl)OC)C=1C(NC(=CN1)C(F)(F)F)=O (3-(2,4-dichloro-5-methoxyphenyl)-6-trifluoromethyl-2-oxo-1,2-dihydropyrazin), ClC1=C(C=C(C(=C1)Cl)OC)C=1C(NC(=CN1)C(F)(F)F)=O (3-(2,4-dichloro-5-methoxyphenyl)-6-trifluoromethyl-2-oxo-1,2-dihydropyrazin), C([O-])([O-])=O.[K+].[K+] (potassium carbonate), CI (methyl iodide), O (water). The solvent is CN(C=O)C (N,N-dimethylformamide). Run at temperature 100 celsius, time 2 day. Yields the product ClC1=C(C=C(C(=C1)Cl)OC)C=1C(N(C(=CN1)C(F)(F)F)C)=O (3-(2,4-dichloro-5-methoxyphenyl)-1-methyl-6-trifluoromethyl-2-oxo-1,2-dihydropyrazine). Isolated yield 48.5%. As a reaction SMILES: [Cl:1][C:2]1[CH:7]=[C:6]([Cl:8])[C:5]([O:9][CH3:10])=[CH:4][C:3]=1[C:11]1[C:12](=[O:21])[NH:13][C:14]([C:17]([F:20])([F:19])[F:18])=[CH:15][N:16]=1.[C:22](=O)([O-])[O-].[K+].[K+].CI.O>CN(C)C=O>[Cl:1][C:2]1[CH:7]=[C:6]([Cl:8])[C:5]([O:9][CH3:10])=[CH:4][C:3]=1[C:11]1[C:12](=[O:21])[N:13]([CH3:22])[C:14]([C:17]([F:19])([F:20])[F:18])=[CH:15][N:16]=1 |f:1.2.3|. Procedure details: First, 2.20 g of 3-(2,4-dichloro-5-methoxyphenyl)-6-trifluoromethyl-2-oxo-1,2-dihydropyrazin (compound 1-1009) was dissolved in 12 ml of N,N-dimethylformamide, to which 1.34 g of potassium carbonate and 0.81 ml of methyl iodide were added, and the mixture was stirred at 100° C. for 2 days. After completion of the reaction, the reaction mixture was poured into water, followed by extraction with ethyl acetate. The organic layer was washed with saturated sodium chloride solution, dried with anhydro... Reactants: [H-].[Na+] (NaH), C(C)(C)(C)OC(=O)N1CC(C2=CC=C(C=C12)Br)(C)CO (6-bromo-3-hydroxymethyl-3-methyl-2,3-dihydro-indole-1-carboxylic acid tert-butyl ester), CI (MeI). Solvent: CN(C)C=O (DMF). Yields the product C(C)(C)(C)OC(=O)N1CC(C2=CC=C(C=C12)Br)(C)COC (6-Bromo-3-methoxymethyl-3-methyl-2,3-dihydro-indole-1-carboxylic acid tert-butyl ester). The yield is 80.2%. As a reaction SMILES: [H-].[Na+].[C:3]([O:7][C:8]([N:10]1[C:18]2[C:13](=[CH:14][CH:15]=[C:16]([Br:19])[CH:17]=2)[C:12]([CH2:21][OH:22])([CH3:20])[CH2:11]1)=[O:9])([CH3:6])([CH3:5])[CH3:4].[CH3:23]I>CN(C=O)C>[C:3]([O:7][C:8]([N:10]1[C:18]2[C:13](=[CH:14][CH:15]=[C:16]([Br:19])[CH:17]=2)[C:12]([CH2:21][O:22][CH3:23])([CH3:20])[CH2:11]1)=[O:9])([CH3:6])([CH3:5])[CH3:4] |f:0.1|. Procedure details: NaH (60% dispersion in mineral oil, 60 mg, 1.5 mmol) was added to a solution of 6-bromo-3-hydroxymethyl-3-methyl-2,3-dihydro-indole-1-carboxylic acid tert-butyl ester (360 mg, 1.05 mmol) in dry DMF (5 mL). After 10 minutes MeI (66 μL, 1.1 mmol) was added and the stirring was maintained for 2 h. The reaction was quenched with water and extracted with EtOAc. The organic phase was dried over MgSO4 and concentrated in vacuo. Chromatography (20% EtOAc in 40-60 petroleum ether) gave the title compound... Reactants: N1=C(N=C(N=C1C(=O)OCC)C(=O)OCC)C(=O)OCC (triethyl 1,3,5-triazine-2,4,6-tricarboxylate), OC1CC(N(C(C1)(C)C)OC)(C)C (4-hydroxy-1-methoxy-2,2,6,6-tetramethylpiperidine). Product: N1=C(N=C(N=C1C(=O)OC1CC(N(C(C1)(C)C)OC)(C)C)C(=O)OC1CC(N(C(C1)(C)C)OC)(C)C)C(=O)OC1CC(N(C(C1)(C)C)OC)(C)C (Tris(1-methoxy-2,2,6,6-tetramethylpiperidin-4-yl) 1,3,5-Triazine-2,4,6-tricarboxylate). RXN SMILES: [N:1]1[C:6]([C:7]([O:9][CH2:10][CH3:11])=[O:8])=[N:5][C:4]([C:12]([O:14][CH2:15][CH3:16])=[O:13])=[N:3][C:2]=1[C:17]([O:19][CH2:20][CH3:21])=[O:18].OC1[CH2:28][C:27]([CH3:30])([CH3:29])[N:26]([O:31][CH3:32])[C:25]([CH3:34])([CH3:33])C1>>[N:1]1[C:6]([C:7]([O:9][CH:10]2[CH2:28][C:27]([CH3:30])([CH3:29])[N:26]([O:31][CH3:32])[C:25]([CH3:34])([CH3:33])[CH2:11]2)=[O:8])=[N:5][C:4]([C:12]([O:14][CH:15]2[CH2:28][C:27]([CH3:30])([CH3:29])[N:26]([O:31][CH3:32])[C:25]([CH3:34])([CH3:33])[CH2:16]2)=[O:13])=[N:3][C:2]=1[C:17]([O:19][CH:20]1[CH2:30][C:27]([CH3:28])([CH3:29])[N:26]([O:31][CH3:32])[C:25]([CH3:33])([CH3:34])[CH2:21]1)=[O:18]. Procedure details: The title compound is prepared by the reaction of triethyl 1,3,5-triazine-2,4,6-tricarboxylate and 4-hydroxy-1-methoxy-2,2,6,6-tetramethylpiperidine.